This data is from the Open Reaction Database (ORD), a public repository of structured organic reaction records. The task is: describe an organic reaction: reactants, conditions, products, and yield Reactants: C1CCOC1, CC#N, [Li]CCCC, CCOC(=O)C1CCN(c2ccccc2)CC1. Product: N#CCC(=O)C1CCN(c2ccccc2)CC1. Reaction SMILES: [CH2:26]1[O:27][CH2:28][CH2:29][CH2:30]1.[CH3:1][C:2]#[N:3].[CH3:4][CH2:5][CH2:6][CH2:7][Li:8].[c:9]1([N:15]2[CH2:16][CH2:17][CH:18]([C:21]([O:23][CH2:22][CH3:24])=[O:25])[CH2:19][CH2:20]2)[cH:10][cH:11][cH:12][cH:13][cH:14]1>>[CH2:1]([C:2]#[N:3])[C:21]([CH:18]1[CH2:17][CH2:16][N:15]([c:9]2[cH:10][cH:11][cH:12][cH:13][cH:14]2)[CH2:20][CH2:19]1)=[O:23]. Starting materials: CC1=CC=C(C=C1)N1CCNCC1 (1-(4-methylphenyl)piperazine), N=1NC(=C2CCCCC12)CCC(=O)O (3-(4,5,6,7-tetrahydro-2H-indazol-3-yl)propionic acid), ClC1=CC=C(C=C1)C1CCNCC1 (4-(4-chlorophenyl)piperidine). Product: CN1N=C2CCCCC2=C1CCCN1CCN(CC1)C1=CC=C(C=C1)C (4,5,6,7-tetrahydro-2-methyl-3-(3-(4-(4-methylphenyl)piperazin-1-yl)propyl)-2H-indazole). RXN SMILES: [CH3:1][C:2]1[CH:7]=[CH:6][C:5]([N:8]2[CH2:13][CH2:12][NH:11][CH2:10][CH2:9]2)=[CH:4][CH:3]=1.[N:14]1[NH:15][C:16]([CH2:23][CH2:24][C:25](O)=O)=[C:17]2[C:22]=1[CH2:21][CH2:20][CH2:19][CH2:18]2.Cl[C:29]1C=CC(C2CCNCC2)=CC=1>>[CH3:29][N:15]1[C:16]([CH2:23][CH2:24][CH2:25][N:11]2[CH2:12][CH2:13][N:8]([C:5]3[CH:4]=[CH:3][C:2]([CH3:1])=[CH:7][CH:6]=3)[CH2:9][CH2:10]2)=[C:17]2[C:22]([CH2:21][CH2:20][CH2:19][CH2:18]2)=[N:14]1. Procedure details: In the same manner as in Example 102 except that 3-(4,5,6,7-tetrahydro-2-methyl-2H-indazol-3-yl)propionic acid obtained in Starting Material Synthesis Example 9 and 1-(4-methylphenyl)piperazine are used instead of 3-(4,5,6,7-tetrahydro-2H-indazol-3-yl)propionic acid obtained in Starting Material Synthesis Example 1 and 4-(4-chlorophenyl)piperidine, 4,5,6,7-tetrahydro-2-methyl-3-(3-(4-(4-methylphenyl)piperazin-1-yl)propyl)-2H-indazole is obtained. Starting materials: C(C)OC([C@H](CC1=CC=C(C=C1)OCCCCOC1=CC=C(C=C1)C1=CC=CC=C1)OC)=O ((2S)-3-{4-[4-(Biphenyl-4-yloxy)-butoxy]-phenyl}-2-methoxy-propionic acid ethyl ester), [Li+].[OH-] (LiOH). The product is C1(=CC=C(C=C1)OCCCCOC1=CC=C(C=C1)CC(C(=O)O)OC)C1=CC=CC=C1 (3-{4-[4-(Biphenyl-4-yloxy)-butoxy]-phenyl}-2-methoxy-propionic acid). Reaction SMILES: C([O:3][C:4](=[O:33])[C@@H:5]([O:31][CH3:32])[CH2:6][C:7]1[CH:12]=[CH:11][C:10]([O:13][CH2:14][CH2:15][CH2:16][CH2:17][O:18][C:19]2[CH:24]=[CH:23][C:22]([C:25]3[CH:30]=[CH:29][CH:28]=[CH:27][CH:26]=3)=[CH:21][CH:20]=2)=[CH:9][CH:8]=1)C.[Li+].[OH-]>>[C:22]1([C:25]2[CH:26]=[CH:27][CH:28]=[CH:29][CH:30]=2)[CH:21]=[CH:20][C:19]([O:18][CH2:17][CH2:16][CH2:15][CH2:14][O:13][C:10]2[CH:11]=[CH:12][C:7]([CH2:6][CH:5]([O:31][CH3:32])[C:4]([OH:33])=[O:3])=[CH:8][CH:9]=2)=[CH:24][CH:23]=1 |f:1.2|. Reported procedure: The title compound was prepared from (2S)-3-{4-[4-(Biphenyl-4-yloxy)-butoxy]-phenyl}-2-methoxy-propionic acid ethyl ester from Step C under the standard Hydrolysis procedure C. (LiOH). 1H-NMR (200.15 MHz, CDCl3): 7.57–7.49 (m, 4H); 7.45–7.37 (m, 2H); 7.32–7.11 (m, 3H); 6.97 (d, 2H, J=8.9); 6.84 (d, 2H, J=8.9); 4.11–3.93 (m, 5H); 3.40 (s, 3H); 3.10 (dd, 1H, J=14.0, 4.3); 2.96 (dd, 1H, J=14.5, 7.0); 1.99–1.97 (m, 4H) ppm. Starting materials: C1(CC1)COC1=C(C=C(C(=C1)F)C)C=1C2=C(N=CN1)C(=C(N2COCC[Si](C)(C)C)C)C(=O)O (4-[2-(cyclopropylmethoxy)-4-fluoro-5-methylphenyl]-6-methyl-5-{[2-(trimethylsilyl)ethoxy]methyl}-5H-pyrrolo[3,2-d]pyrimidine-7-carboxylic acid), N[C@H]1[C@@H](CN(CC1)C(=O)OC(C)(C)C)O (tert-Butyl(3R*,4R*)-4-amino-3-hydroxy-piperidine-1-carboxylate). Product: C1(CC1)COC1=C(C=C(C(=C1)F)C)C=1C2=C(N=CN1)C(=C(N2COCC[Si](C)(C)C)C)C(=O)N[C@H]2[C@@H](CN(CC2)C(=O)OC(C)(C)C)O (tert-Butyl(3R,4R)-4-{[(4-[2-(cyclopropylmethoxy)-4-fluoro-5-methylphenyl]-6-methyl-5-{[2-(trimethylsilyl)ethoxy]methyl}-5H-pyrrolo[3,2-d]pyrimidin-7-yl)carbonyl]amino}-3-hydroxypiperidine-1-carboxylate). RXN SMILES: [CH:1]1([CH2:4][O:5][C:6]2[CH:11]=[C:10]([F:12])[C:9]([CH3:13])=[CH:8][C:7]=2[C:14]2[C:15]3[N:22]([CH2:23][O:24][CH2:25][CH2:26][Si:27]([CH3:30])([CH3:29])[CH3:28])[C:21]([CH3:31])=[C:20]([C:32]([OH:34])=O)[C:16]=3[N:17]=[CH:18][N:19]=2)[CH2:3][CH2:2]1.[NH2:35][C@@H:36]1[CH2:41][CH2:40][N:39]([C:42]([O:44][C:45]([CH3:48])([CH3:47])[CH3:46])=[O:43])[CH2:38][C@H:37]1[OH:49]>>[CH:1]1([CH2:4][O:5][C:6]2[CH:11]=[C:10]([F:12])[C:9]([CH3:13])=[CH:8][C:7]=2[C:14]2[C:15]3[N:22]([CH2:23][O:24][CH2:25][CH2:26][Si:27]([CH3:28])([CH3:29])[CH3:30])[C:21]([CH3:31])=[C:20]([C:32]([NH:35][C@@H:36]4[CH2:41][CH2:40][N:39]([C:42]([O:44][C:45]([CH3:47])([CH3:46])[CH3:48])=[O:43])[CH2:38][C@H:37]4[OH:49])=[O:34])[C:16]=3[N:17]=[CH:18][N:19]=2)[CH2:3][CH2:2]1. Procedure details: Starting from 4-[2-(cyclopropylmethoxy)-4-fluoro-5-methylphenyl]-6-methyl-5-{[2-(trimethylsilyl)ethoxy]methyl}-5H-pyrrolo[3,2-d]pyrimidine-7-carboxylic acid (example D.c11) and tert-butyl(3R*,4R*)-4-amino-3-hydroxy-piperidine-1-carboxylate (example C2) the title compound is obtained as pale yellow foam. Starting materials: O (water), C(C1=CC=CC=C1)(=O)C1CCC(N1)=O (5-benzoyl-2-pyrrolidone), O (water), [H-].[Al+3].[Li+].[H-].[H-].[H-] (lithium aluminium hydride), C(C1=CC=CC=C1)(=O)C1CCC(N1)=O (5-benzoyl-2-pyrrolidone), solution, [OH-].[Na+] (sodium hydroxide). Run in O1CCCC1 (tetrahydrofuran). Conditions: temperature 0 celsius, time 2 hour. The product is C1(=CC=CC=C1)C(O)C1NCCC1 (α-phenyl-2-pyrrolidine methanol). The yield is 86.2%. As a reaction SMILES: [C:1]([CH:9]1[NH:13][C:12](=O)[CH2:11][CH2:10]1)(=[O:8])[C:2]1[CH:7]=[CH:6][CH:5]=[CH:4][CH:3]=1.[H-].[Al+3].[Li+].[H-].[H-].[H-].O.[OH-].[Na+]>O1CCCC1>[C:2]1([CH:1]([CH:9]2[CH2:10][CH2:11][CH2:12][NH:13]2)[OH:8])[CH:3]=[CH:4][CH:5]=[CH:6][CH:7]=1 |f:1.2.3.4.5.6,8.9|. Procedure details: 65.6 g of 5-benzoyl-2-pyrrolidone prepared as indicated in above part (a) are added in small fractions, under a nitrogen atmosphere, to a suspension of 26.4 g of lithium aluminium hydride in 4 liters of anhydrous tetrahydrofuran. The mixture is then refluxed with stirring for 2 hours. It is then cooled to 0° C. and then are slowly added 30.5 ml of water, then 11 ml of a 10 N solution of sodium hydroxide and finally 110 ml of water. After having stirred for 2 hours at the ambient temperature, the... The reactants are O (water), [F-].C(CCC)[N+](CCCC)(CCCC)CCCC (Tetrabutylammonium fluoride), solution, SC[C@@]12[C@@](C[C@@H](CC1)C2(C)C)(O)C#C[Si](C)(C)C ((1S, 2S, 4R)-1-Mercaptomethyl-7.7-dimethyl-2-(trimethyl-silanylethynyl)-bicyclo[2.2. 1]heptan-2-ol). The solvent is O1CCCC1 (tetrahydrofuran), O1CCCC1 (tetrahydrofuran). The product is CC1([C@]23CSC([C@]2(C[C@H]1CC3)O)=C)C ((1S, 5R, 7R)-10,10-Dimethyl4-methylene-3-thia-tricyclo[5.2.1.01,5]decan-5-ol). Isolated yield 64.1%. Reaction SMILES: [F-].C([N+](CCCC)(CCCC)CCCC)CCC.[SH:19][CH2:20][C@:21]12[C:27]([CH3:29])([CH3:28])[C@H:24]([CH2:25][CH2:26]1)[CH2:23][C@@:22]2([C:31]#[C:32][Si](C)(C)C)[OH:30].O>O1CCCC1>[CH3:28][C:27]1([CH3:29])[C@@H:24]2[CH2:25][CH2:26][C@:21]31[C@:22]([OH:30])([CH2:23]2)[C:31](=[CH2:32])[S:19][CH2:20]3 |f:0.1|. Procedure: Tetrabutylammonium fluoride (0.5 mL of a 1.0M solution in tetrahydrofuran) was added to a solution of alcohol 2 (65 mg, 0.23 mmol) in tetrahydrofuran (5 mL) under nitrogen. After two hours water was added to the solution and the resulting mixture extracted with dichloromethane. The combined organic extracts were washed with brine and dried over MgSO4. After filtration and removal of the solvents under reduced pressure, chromatography with 5% ethyl acetate in petrol gave sulfide 3 (31 mg, 64%), [... As a reaction SMILES: [CH3:1][O:2][c:3]1[cH:4][c:5]([C:11]2=[N:15][N:14]([CH:16]3[CH2:17][CH2:18][NH:19][CH2:20][CH2:21]3)[C:13](=[O:22])[C:12]2([CH3:23])[CH3:24])[cH:6][cH:7][c:8]1[O:9][CH3:10].[Cl:25][S:26](=[O:27])(=[O:28])[c:29]1[cH:30][c:31]([C:39](=[O:40])[O:41][CH3:42])[cH:32][c:33]([C:34](=[O:35])[O:36][CH3:37])[cH:38]1>>[CH3:1][O:2][c:3]1[cH:4][c:5]([C:11]2=[N:15][N:14]([CH:16]3[CH2:17][CH2:18][N:19]([S:26](=[O:27])(=[O:28])[c:29]4[cH:30][c:31]([C:39](=[O:40])[O:41][CH3:42])[cH:32][c:33]([C:34](=[O:35])[O:36][CH3:37])[cH:38]4)[CH2:20][CH2:21]3)[C:13](=[O:22])[C:12]2([CH3:23])[CH3:24])[cH:6][cH:7][c:8]1[O:9][CH3:10]. Starting materials: COc1ccc(C2=NN(C3CCNCC3)C(=O)C2(C)C)cc1OC, COC(=O)c1cc(C(=O)OC)cc(S(=O)(=O)Cl)c1. The product is COC(=O)c1cc(C(=O)OC)cc(S(=O)(=O)N2CCC(N3N=C(c4ccc(OC)c(OC)c4)C(C)(C)C3=O)CC2)c1. Product: ClC1=NC(=C(C2=CC=CC=C12)O)C(=O)N[C@H](C(=O)O)CO ((S)-2-[(1-Chloro-4-hydroxy-isoquinoline-3-carbonyl)-amino]-3-hydroxy-propionic acid). The reactants are ClC1=NC(=C(C2=CC=CC=C12)O)C(=O)O (1-chloro-4-hydroxy-isoquinoline-3-carboxylic acid), Cl.C(C)(C)(C)OC([C@H](COC(C)(C)C)N)=O ((S)-2-amino-3-tert-butoxy-propionic acid tert-butyl ester hydrochloride). Reported procedure: Prepared in analogy to Example A-2 e) and f) from 1-chloro-4-hydroxy-isoquinoline-3-carboxylic acid from Example A-2 d) and (S)-2-amino-3-tert-butoxy-propionic acid tert-butyl ester hydrochloride; MS-(+)-ion: M+1=310.9 amu. Reaction SMILES: [Cl:1][C:2]1[C:11]2[C:6](=[CH:7][CH:8]=[CH:9][CH:10]=2)[C:5]([OH:12])=[C:4]([C:13]([OH:15])=O)[N:3]=1.Cl.C([O:21][C:22](=[O:31])[C@@H:23]([NH2:30])[CH2:24][O:25]C(C)(C)C)(C)(C)C>>[Cl:1][C:2]1[C:11]2[C:6](=[CH:7][CH:8]=[CH:9][CH:10]=2)[C:5]([OH:12])=[C:4]([C:13]([NH:30][C@@H:23]([CH2:24][OH:25])[C:22]([OH:31])=[O:21])=[O:15])[N:3]=1 |f:1.2|. Reaction SMILES: C[O-].[Na+].[C:4]([O:11][CH3:12])(=[O:10])[CH2:5][C:6]([O:8][CH3:9])=[O:7].[CH2:13](Cl)/[CH:14]=[CH:15]/[CH2:16]Cl>CO>[CH:14]([CH:15]1[CH2:16][C:5]1([C:4]([O:11][CH3:12])=[O:10])[C:6]([O:8][CH3:9])=[O:7])=[CH2:13] |f:0.1|. Conditions: time 8 hour. Yield: 105.8%. Procedure details: Sodium methoxide (108.02 g, 2.0 moles) 25% in MeOH was added in 40 minutes to dimethyl malonate (132.12 g, 1.0 mole), 1,4-dichlorobutene-2 (150 g, 1.2 moles), and 50 mL MeOH and allowed to stir at ambient temperature overnight. The mixture was vacuum filtered, neutralized with concentrated HCl to 3.5-4.0 pH, and filtered a second time. Solvent was then removed under vacuum to give 194.8 g of light yellow crude product. Vacuum distillation (55°/0.25 mm-72°/0.4 mm) with 0.064 g of hydroquinone add... Reactants: C[O-].[Na+] (Sodium methoxide), C(CC(=O)OC)(=O)OC (dimethyl malonate), C(/C=C/CCl)Cl (1,4-dichlorobutene-2). The product is C(=C)C1C(C1)(C(=O)OC)C(=O)OC (Dimethyl 2-Vinylcyclopropane-1,1-dicarboxylate). Run in CO (MeOH), CO (MeOH).